Task: describe an organic reaction: reactants, conditions, products, and yield. Dataset: the Open Reaction Database (ORD), a public repository of structured organic reaction records Starting materials: NC1=NC=C(C=N1)C1=C2CC(NC2=CC=C1)=O (4-(2-Aminopyrimidin-5-yl)-1,3-dihydroindol-2-one), CC1=C(NC(=C1C(=O)N1CCN(CC1)C)C)C=O (3,5-dimethyl-4-(4-methylpiperazine-1-carbonyl)-1H-pyrrole-2-carbaldehyde). The product is NC1=NC=C(C=N1)C1=C2C(C(NC2=CC=C1)=O)=CC=1NC(=C(C1C)C(=O)N1CCN(CC1)C)C (4-(2-Aminopyrimidin-5-yl)-3-[3,5-dimethyl-4-(4-methylpiperazine-1-carbonyl)-1H-pyrrol-2-ylmethylene]-1,3-dihydroindol-2-one). As a reaction SMILES: [NH2:1][C:2]1[N:7]=[CH:6][C:5]([C:8]2[CH:16]=[CH:15][CH:14]=[C:13]3[C:9]=2[CH2:10][C:11](=[O:17])[NH:12]3)=[CH:4][N:3]=1.[CH3:18][C:19]1[C:23]([C:24]([N:26]2[CH2:31][CH2:30][N:29]([CH3:32])[CH2:28][CH2:27]2)=[O:25])=[C:22]([CH3:33])[NH:21][C:20]=1[CH:34]=O>>[NH2:1][C:2]1[N:7]=[CH:6][C:5]([C:8]2[CH:16]=[CH:15][CH:14]=[C:13]3[C:9]=2[C:10](=[CH:34][C:20]2[NH:21][C:22]([CH3:33])=[C:23]([C:24]([N:26]4[CH2:27][CH2:28][N:29]([CH3:32])[CH2:30][CH2:31]4)=[O:25])[C:19]=2[CH3:18])[C:11](=[O:17])[NH:12]3)=[CH:4][N:3]=1. Procedure: 4-(2-Aminopyrimidin-5-yl)-1,3-dihydroindol-2-one (89 mg) was condensed with 3,5-dimethyl-4-(4-methylpiperazine-1-carbonyl)-1H-pyrrole-2-carbaldehyde (98 mg) to give the title compound.